This data is from the Open Reaction Database (ORD), a public repository of structured organic reaction records. The task is: describe an organic reaction: reactants, conditions, products, and yield Starting materials: CCCCc1cn(C(C)(C)C)sc1=NC(=O)c1cc(C#C[Si](C)(C)C)ccc1OC, CCCC[N+](CCCC)(CCCC)CCCC, C1CCOC1, [F-], O. Product: C#Cc1ccc(OC)c(C(=O)N=c2sn(C(C)(C)C)cc2CCCC)c1. RXN SMILES: [CH2:1]([CH2:2][CH2:3][CH3:4])[c:5]1[cH:6][n:7]([C:27]([CH3:28])([CH3:29])[CH3:30])[s:8][c:9]1=[N:10][C:11]([c:12]1[c:13]([O:24][CH3:25])[cH:14][cH:15][c:16]([C:18]#[C:19][Si:20]([CH3:21])([CH3:22])[CH3:23])[cH:17]1)=[O:26].[CH2:32]([N+:33]([CH2:34][CH2:35][CH2:36][CH3:37])([CH2:38][CH2:39][CH2:40][CH3:41])[CH2:42][CH2:43][CH2:44][CH3:45])[CH2:46][CH2:47][CH3:48].[CH2:49]1[O:50][CH2:51][CH2:52][CH2:53]1.[F-:31].[OH2:54]>>[CH2:1]([CH2:2][CH2:3][CH3:4])[c:5]1[cH:6][n:7]([C:27]([CH3:28])([CH3:29])[CH3:30])[s:8][c:9]1=[N:10][C:11]([c:12]1[c:13]([O:24][CH3:25])[cH:14][cH:15][c:16]([C:18]#[CH:19])[cH:17]1)=[O:26].